Dataset: the Open Reaction Database (ORD), a public repository of structured organic reaction records. Task: describe an organic reaction: reactants, conditions, products, and yield The reactants are C(CCC)NC1=NC=CC(=N1)C=1C(=NN2C1C=CC=C2Cl)C2=CC=C(C=C2)F (N-butyl-4-[7-chloro-2-(4-fluorophenyl)pyrazolo[1,5-α]pyridin-3-yl]pyrimidin-2-amine), O1C(=CC=C1)B(O)O (2-furylboronic acid), C([O-])([O-])=O.[Na+].[Na+] (sodium carbonate). Reagents/catalysts: Cl[Pd]([P](C1=CC=CC=C1)(C2=CC=CC=C2)C3=CC=CC=C3)([P](C4=CC=CC=C4)(C5=CC=CC=C5)C6=CC=CC=C6)Cl (dichlorobis(triphenylphosphine)palladium(II)). The solvent is O (water). Yields the product C(CCC)NC1=NC=CC(=N1)C=1C(=NN2C1C=CC=C2C=2OC=CC2)C2=CC=C(C=C2)F (N-butyl-4-[2-(4-fluorophenyl)-7-(2-furyl)pyrazolo[1,5-α]pyridin-3-yl]pyrimidin-2-amine). The yield is 39.4%. RXN SMILES: [CH2:1]([NH:5][C:6]1[N:11]=[C:10]([C:12]2[C:13]([C:22]3[CH:27]=[CH:26][C:25]([F:28])=[CH:24][CH:23]=3)=[N:14][N:15]3[C:20](Cl)=[CH:19][CH:18]=[CH:17][C:16]=23)[CH:9]=[CH:8][N:7]=1)[CH2:2][CH2:3][CH3:4].[O:29]1[CH:33]=[CH:32][CH:31]=[C:30]1B(O)O.C(=O)([O-])[O-].[Na+].[Na+]>O.Cl[Pd](Cl)([P](C1C=CC=CC=1)(C1C=CC=CC=1)C1C=CC=CC=1)[P](C1C=CC=CC=1)(C1C=CC=CC=1)C1C=CC=CC=1>[CH2:1]([NH:5][C:6]1[N:11]=[C:10]([C:12]2[C:13]([C:22]3[CH:27]=[CH:26][C:25]([F:28])=[CH:24][CH:23]=3)=[N:14][N:15]3[C:20]([C:30]4[O:29][CH:33]=[CH:32][CH:31]=4)=[CH:19][CH:18]=[CH:17][C:16]=23)[CH:9]=[CH:8][N:7]=1)[CH2:2][CH2:3][CH3:4] |f:2.3.4,^1:46,65|. Procedure: A solution of N-butyl-4-[7-chloro-2-(4-fluorophenyl)pyrazolo[1,5-α]pyridin-3-yl]pyrimidin-2-amine (35 mg, 0.089 mmol), 2-furylboronic acid (30 mg, 0.27 mmol), sodium carbonate (155 μL, 2.0 M aqueous, 0.31 mmol), and dichlorobis(triphenylphosphine)palladium(II) (3 mg, 0.004 mmol) was heated at 90° C. for 4 hours. The reaction mixture was cooled to room temperature, diluted with water, and extracted with ethyl acetate. The organic layer was washed with water and brine, then dried over magnesium su... The reactants are CN1CCN(C2CCC(n3nc(-c4ccc(Oc5ccccc5[N+](=O)[O-])cc4)c4c(N)ncnc43)CC2)CC1, CC(=O)O, CCO. Reaction SMILES: [CH3:1][N:2]1[CH2:3][CH2:4][N:5]([CH:8]2[CH2:9][CH2:10][CH:11]([n:14]3[n:15][c:16](-[c:24]4[cH:25][cH:26][c:27]([O:30][c:31]5[c:32]([N+:37]([O-:38])=[O:39])[cH:33][cH:34][cH:35][cH:36]5)[cH:28][cH:29]4)[c:17]4[c:18]3[n:19][cH:20][n:21][c:22]4[NH2:23])[CH2:12][CH2:13]2)[CH2:6][CH2:7]1.[CH3:40][C:41](=[O:42])[OH:43].[CH3:44][CH2:45][OH:46]>>[CH3:1][N:2]1[CH2:3][CH2:4][N:5]([CH:8]2[CH2:9][CH2:10][CH:11]([n:14]3[n:15][c:16](-[c:24]4[cH:25][cH:26][c:27]([O:30][c:31]5[c:32]([NH2:37])[cH:33][cH:34][cH:35][cH:36]5)[cH:28][cH:29]4)[c:17]4[c:18]3[n:19][cH:20][n:21][c:22]4[NH2:23])[CH2:12][CH2:13]2)[CH2:6][CH2:7]1. Product: CN1CCN(C2CCC(n3nc(-c4ccc(Oc5ccccc5N)cc4)c4c(N)ncnc43)CC2)CC1. Reactants: C1COCCO1, COC(=O)c1cnc(Cl)c2ccn(C)c12, CS(=O)(=O)O, CNc1cccc(Cl)c1. Yields the product COC(=O)c1cnc(N(C)c2cccc(Cl)c2)c2ccn(C)c12. Reaction SMILES: [CH2:30]1[O:31][CH2:32][CH2:33][O:34][CH2:35]1.[CH3:1][O:2][C:3](=[O:4])[c:5]1[c:6]2[c:7]([c:8]([Cl:11])[n:9][cH:10]1)[cH:12][cH:13][n:14]2[CH3:15].[CH3:25][S:26](=[O:27])(=[O:28])[OH:29].[Cl:16][c:17]1[cH:18][c:19]([NH:20][CH3:21])[cH:22][cH:23][cH:24]1>>[CH3:1][O:2][C:3](=[O:4])[c:5]1[c:6]2[c:7]([c:8]([N:20]([c:19]3[cH:18][c:17]([Cl:16])[cH:24][cH:23][cH:22]3)[CH3:21])[n:9][cH:10]1)[cH:12][cH:13][n:14]2[CH3:15]. The reactants are Cl (hydrochloric acid), ( E )-isomer, C1(CCCCC1)C=C(C(C(C)(C)C)=O)N1N=CN=C1 (1-cyclohexyl-4,4-dimethyl-2-(1,2,4-triazol-1-yl)-pent-1-en-3-one), S-2-(dibenzyl-hydroxymethyl)-pyrrolidine. The solvent is O1CCCC1 (tetrahydrofuran). The product is C1(CCCCC1)\C=C(/C(C(C)(C)C)O)\N1N=CN=C1 ((E)-1-cyclohexyl-4,4-dimethyl-3-hydroxy-2-(1,2,4-triazol-1-yl)-pent-1-ene). RXN SMILES: [CH:1]1([CH:7]=[C:8]([N:15]2[CH:19]=[N:18][CH:17]=[N:16]2)[C:9](=[O:14])[C:10]([CH3:13])([CH3:12])[CH3:11])[CH2:6][CH2:5][CH2:4][CH2:3][CH2:2]1.Cl>O1CCCC1>[CH:1]1(/[CH:7]=[C:8](/[N:15]2[CH:19]=[N:18][CH:17]=[N:16]2)\[CH:9]([OH:14])[C:10]([CH3:13])([CH3:12])[CH3:11])[CH2:2][CH2:3][CH2:4][CH2:5][CH2:6]1. Procedure details: 29 ml (0.029 mol) of boron hydride-tetrahydrofuran complex are added to a solution of 4.1 g (0.0145 mol) of S-2-(dibenzyl-hydroxymethyl)-pyrrolidine in 30 ml of absolute tetrahydrofuran at 20° C., with stirring. After the mixture has been stirred at 20° C. for 30 minutes, 2.61 g (0.01 mol) of the (E)-isomer of 1-cyclohexyl-4,4-dimethyl-2-(1,2,4-triazol-1-yl)-pent-1-en-3-one are added and the mixture is stirred at 40° C. for a further 16 hours. Thereafter, the reaction mixture is poured into 100 ... Starting materials: CCOC(=O)c1oc2cccc(O)c2c1C, CCOC(=O)N=NC(=O)OCC, C1CCOC1, OCC1CCCNC1, c1ccc(P(c2ccccc2)c2ccccc2)cc1. The product is CCOC(=O)c1oc2cccc(OCC3CCCNC3)c2c1C. RXN SMILES: [CH2:1]([CH3:2])[O:3][C:4](=[O:5])[c:6]1[o:7][c:8]2[c:9]([c:10]1[CH3:11])[c:12]([OH:16])[cH:13][cH:14][cH:15]2.[CH2:44]([O:45][C:46]([N:47]=[N:48][C:49]([O:50][CH2:51][CH3:52])=[O:53])=[O:54])[CH3:55].[CH2:56]1[O:57][CH2:58][CH2:59][CH2:60]1.[OH:17][CH2:18][CH:19]1[CH2:20][NH:21][CH2:22][CH2:23][CH2:24]1.[c:25]1([P:26]([c:27]2[cH:28][cH:29][cH:30][cH:31][cH:32]2)[c:33]2[cH:34][cH:35][cH:36][cH:37][cH:38]2)[cH:39][cH:40][cH:41][cH:42][cH:43]1>>[CH2:1]([CH3:2])[O:3][C:4](=[O:5])[c:6]1[o:7][c:8]2[c:9]([c:10]1[CH3:11])[c:12]([O:16][CH2:18][CH:19]1[CH2:20][NH:21][CH2:22][CH2:23][CH2:24]1)[cH:13][cH:14][cH:15]2. The reactants are NC=1C=NC=CC1 (3-aminopyridine), ClC1=C(C(=C(C=C1OC)OC)Cl)C1=CC=C(C=2N=C(C=NC12)CN1CCN(CC1)CC)C(=O)O (8-(2,6-dichloro-3,5-dimethoxy-phenyl)-3-(4-ethyl-piperazin-1-ylmethyl)-quinoxaline-5-carboxylic acid). Run in C(Cl)Cl.CO (DCM MeOH). Run at time 12 hour. The product is N1=CC(=CC=C1)NC(=O)C=1C=2N=C(C=NC2C(=CC1)C1=C(C(=CC(=C1Cl)OC)OC)Cl)CN1CCN(CC1)CC (8-(2,6-Dichloro-3,5-dimethoxy-phenyl)-3-(4-ethyl-piperazin-1-ylmethyl)quinoxaline-5-carboxylic acid pyridin-3-ylamide). As a reaction SMILES: [NH2:1][C:2]1[CH:3]=[N:4][CH:5]=[CH:6][CH:7]=1.[Cl:8][C:9]1[C:14]([O:15][CH3:16])=[CH:13][C:12]([O:17][CH3:18])=[C:11]([Cl:19])[C:10]=1[C:20]1[C:29]2[N:28]=[CH:27][C:26]([CH2:30][N:31]3[CH2:36][CH2:35][N:34]([CH2:37][CH3:38])[CH2:33][CH2:32]3)=[N:25][C:24]=2[C:23]([C:39](O)=[O:40])=[CH:22][CH:21]=1>C(Cl)Cl.CO>[N:4]1[CH:5]=[CH:6][CH:7]=[C:2]([NH:1][C:39]([C:23]2[C:24]3[N:25]=[C:26]([CH2:30][N:31]4[CH2:36][CH2:35][N:34]([CH2:37][CH3:38])[CH2:33][CH2:32]4)[CH:27]=[N:28][C:29]=3[C:20]([C:10]3[C:9]([Cl:8])=[C:14]([O:15][CH3:16])[CH:13]=[C:12]([O:17][CH3:18])[C:11]=3[Cl:19])=[CH:21][CH:22]=2)=[O:40])[CH:3]=1 |f:2.3|. Reported procedure: The title compound was prepared in analogy to the procedure described in Step 14.1 but using 3-aminopyridine, 8-(2,6-dichloro-3,5-dimethoxy-phenyl)-3-(4-ethyl-piperazin-1-ylmethyl)-quinoxaline-5-carboxylic acid (Step 82.1) and stirring the reaction mixture for 12 h at rt. Title compound: ESI-MS: 581.0/583.2 [M+H]+; tR=3.24 min (System 1); TLC: Rf=0.38 (DCM/MeOH, 9:1). Reactants: COC(=O)c1[nH]c(C(C)=O)cc1Cl, C1CCOC1, CO, [Li+], [OH-]. The product is CC(=O)c1cc(Cl)c(C(=O)O)[nH]1. As a reaction SMILES: [C:1]([CH3:2])(=[O:3])[c:4]1[cH:5][c:6]([Cl:13])[c:7]([C:9](=[O:10])[O:11][CH3:12])[nH:8]1.[CH2:18]1[O:19][CH2:20][CH2:21][CH2:22]1.[CH3:14][OH:15].[Li+:17].[OH-:16]>>[C:1]([CH3:2])(=[O:3])[c:4]1[cH:5][c:6]([Cl:13])[c:7]([C:9](=[O:10])[OH:11])[nH:8]1.